This data is from the Open Reaction Database (ORD), a public repository of structured organic reaction records. The task is: describe an organic reaction: reactants, conditions, products, and yield Starting materials: C([O-])(O)=O.[Na+] (sodium bicarbonate), COC1=CC(=C(C(=C1)C)S(=O)(=O)N1C(CCCC1)CCCS(=O)(=O)OC1=C(C(=C(C(=C1F)F)F)F)F)C (Perfluorophenyl 3-(1-(4-methoxy-2,6-dimethylphenylsulfonyl)piperidin-2-yl)propane-1-sulfonate), CN1CCC(CC1)N1CCNCC1 (1-(1-methyl-4-piperidinyl)piperazine), N12CCCCCC2=NCCC1 (1,8-diazabicyclo[5.4.0]undec-7-ene). Run in C(Cl)Cl (Methylene chloride), O1CCCC1 (tetrahydrofuran). Reaction conditions: time 15 hour. The product is COC1=CC(=C(C(=C1)C)S(=O)(=O)N1C(CCCC1)CCCS(=O)(=O)N1CCN(CC1)C1CCN(CC1)C)C (1-(3-(1-(4-Methoxy-2,6-dimethylphenylsulfonyl)piperidin-2-yl)propylsulfonyl)-4-(1-methylpiperidin-4-yl)piperazine). As a reaction SMILES: [CH3:1][O:2][C:3]1[CH:8]=[C:7]([CH3:9])[C:6]([S:10]([N:13]2[CH2:18][CH2:17][CH2:16][CH2:15][CH:14]2[CH2:19][CH2:20][CH2:21][S:22]([O:25]C2C(F)=C(F)C(F)=C(F)C=2F)(=O)=[O:23])(=[O:12])=[O:11])=[C:5]([CH3:37])[CH:4]=1.[CH3:38][N:39]1[CH2:44][CH2:43][CH:42]([N:45]2[CH2:50][CH2:49][NH:48][CH2:47][CH2:46]2)[CH2:41][CH2:40]1.N12CCCN=C1CCCCC2.C(=O)(O)[O-].[Na+]>O1CCCC1.C(Cl)Cl>[CH3:1][O:2][C:3]1[CH:4]=[C:5]([CH3:37])[C:6]([S:10]([N:13]2[CH2:18][CH2:17][CH2:16][CH2:15][CH:14]2[CH2:19][CH2:20][CH2:21][S:22]([N:48]2[CH2:47][CH2:46][N:45]([CH:42]3[CH2:43][CH2:44][N:39]([CH3:38])[CH2:40][CH2:41]3)[CH2:50][CH2:49]2)(=[O:23])=[O:25])(=[O:11])=[O:12])=[C:7]([CH3:9])[CH:8]=1 |f:3.4|. Reported procedure: Perfluorophenyl 3-(1-(4-methoxy-2,6-dimethylphenylsulfonyl)piperidin-2-yl)propane-1-sulfonate (40 mg, 0.07 mmol) and 1-(1-methyl-4-piperidinyl)piperazine (25 mg, 0.14 mmol) were dissolved in tetrahydrofuran (10 ml), 1,8-diazabicyclo[5.4.0]undec-7-ene (0.03 ml, 0.21 mmol) was added under an inert gas and the mixture was refluxed for 1 h and stirred at room temperature for 15 h. Methylene chloride and saturated sodium bicarbonate solution (10 ml of each) were added, the phases were separated and t... Reactants: [Si](C)(C)(C(C)(C)C)OCC=1C=C(C=C(C1)CO[Si](C)(C)C(C)(C)C)C=CC=1C=C(C=CC1)CCCCC(C)(O)C (6-(3-{2-[3,5-bis-(tert-butyldimethylsilanyloxymethyl)phenyl]vinyl}phenyl)-2-methylhexan-2-ol), [F-].C(CCC)[N+](CCCC)(CCCC)CCCC (tetrabutylammonium fluoride). Solvent: C1CCOC1 (THF). Yields the product OCC=1C=C(C=C(C1)CO)C=CC=1C=C(C=CC1)CCCCC(C)(O)C (6-{3-[2-(3,5-bis-Hydroxymethylphenyl)vinyl]phenyl}-2-methylhexan-2-ol). RXN SMILES: [Si]([O:8][CH2:9][C:10]1[CH:11]=[C:12]([CH:25]=[CH:26][C:27]2[CH:28]=[C:29]([CH2:33][CH2:34][CH2:35][CH2:36][C:37]([CH3:40])([OH:39])[CH3:38])[CH:30]=[CH:31][CH:32]=2)[CH:13]=[C:14]([CH2:16][O:17][Si](C(C)(C)C)(C)C)[CH:15]=1)(C(C)(C)C)(C)C.[F-].C([N+](CCCC)(CCCC)CCCC)CCC>C1COCC1>[OH:17][CH2:16][C:14]1[CH:13]=[C:12]([CH:25]=[CH:26][C:27]2[CH:28]=[C:29]([CH2:33][CH2:34][CH2:35][CH2:36][C:37]([CH3:40])([OH:39])[CH3:38])[CH:30]=[CH:31][CH:32]=2)[CH:11]=[C:10]([CH2:9][OH:8])[CH:15]=1 |f:1.2|. Procedure: In a manner similar to Example 3(i), by reacting 858 mg (1.47 mmol) of 6-(3-{2-[3,5-bis-(tert-butyldimethylsilanyloxymethyl)phenyl]vinyl}phenyl)-2-methylhexan-2-ol with 3.25 ml of tetrabutylammonium fluoride 1M/THF, after purification on a silica column (ethyl acetate), a white paste (m=460 mg; Y=88%) is obtained. Starting materials: C(C)(=O)OCC=1N(C(C2=C(N1)SC(=C2)S(N)(=O)=O)=O)C2=C(C=CC=C2)Cl (3,4-dihydro-2-acetoxymethyl-3-(2-chlorophenyl)-4-oxo-6-sulfamoylthieno[2,3-d]pyrimidine), CO (methanol), Cl (hydrochloric acid). Run in O (water). Product: ClC1=C(C=CC=C1)N1C(=NC2=C(C1=O)C=C(S2)S(N)(=O)=O)CO (3,4-Dihydro-(2-chlorophenyl)-2-hydroxymethyl-4-oxo-6-sulfamoylthieno[2,3-d]pyrimidine). Isolated yield 74.2%. Reaction SMILES: C([O:4][CH2:5][C:6]1[N:7]([C:20]2[CH:25]=[CH:24][CH:23]=[CH:22][C:21]=2[Cl:26])[C:8](=[O:19])[C:9]2[CH:14]=[C:13]([S:15](=[O:18])(=[O:17])[NH2:16])[S:12][C:10]=2[N:11]=1)(=O)C.CO.Cl>O>[Cl:26][C:21]1[CH:22]=[CH:23][CH:24]=[CH:25][C:20]=1[N:7]1[C:8](=[O:19])[C:9]2[CH:14]=[C:13]([S:15](=[O:17])(=[O:18])[NH2:16])[S:12][C:10]=2[N:11]=[C:6]1[CH2:5][OH:4]. Reported procedure: To 9.3 g of 3,4-dihydro-2-acetoxymethyl-3-(2-chlorophenyl)-4-oxo-6-sulfamoylthieno[2,3-d]pyrimidine were added 200 ml of methanol, 30 ml of water and 14.3 ml of conc. hydrochloric acid, and the mixture was stirred under reflux for 2 hours. The reaction mixture was concentrated, and the residue was crystallized from methanol to give 6.2 g of pale yellow crystals, which was recrystallized from methanol to afford 2.6 g of the title compound, m.p. 259° C. (decomposition).